The task is: describe an organic reaction: reactants, conditions, products, and yield. This data is from the Open Reaction Database (ORD), a public repository of structured organic reaction records. The yield is 79.7%. The solvent is CC(CC)=O (2-butanone). The reactants are CN1S(C2=C(C(C1)=O)NC=C2)(=O)=O (2-methyl-2,3,4,5-tetrahydropyrrolo[2,3-e][1,2]thiazin-4-one 1,1-dioxide), ClCCCN1CCN(CC1)C1=CC=C(C=C1)F (1-(3-chloropropyl)-4-(4-fluorophenyl)piperazine), C([O-])([O-])=O.[K+].[K+] (potassium carbonate). Procedure: A suspension of 200 mg (1 mmol) of Compound 12, 385 mg (1.5 mmol) of 1-(3-chloropropyl)-4-(4-fluorophenyl)piperazine and 207 mg (1.5 mmol) of potassium carbonate in 15 ml of 2-butanone was refluxed for 24 hours. The reaction mixture was filtered, and the filtrate was concentrated under reduced pressure. The residue was purified by chromatography on a silica gel column (eluent: chloroform), whereby 335 mg of the title compound were obtained (yield: 80%). The product is FC1=CC=C(C=C1)N1CCN(CC1)CCCN1C=CC2=C1C(CN(S2(=O)=O)C)=O (5-[3-[4-(4-fluorophenyl)piperazin-1-yl]propyl]-2-methyl-2,3,4,5-tetrahydropyrrolo-[2,3-e][1,2]thiazin-4-one 1,1-dioxide). As a reaction SMILES: [CH3:1][N:2]1[CH2:7][C:6](=[O:8])[C:5]2[NH:9][CH:10]=[CH:11][C:4]=2[S:3]1(=[O:13])=[O:12].Cl[CH2:15][CH2:16][CH2:17][N:18]1[CH2:23][CH2:22][N:21]([C:24]2[CH:29]=[CH:28][C:27]([F:30])=[CH:26][CH:25]=2)[CH2:20][CH2:19]1.C(=O)([O-])[O-].[K+].[K+]>CC(=O)CC>[F:30][C:27]1[CH:26]=[CH:25][C:24]([N:21]2[CH2:20][CH2:19][N:18]([CH2:17][CH2:16][CH2:15][N:9]3[C:5]4[C:6](=[O:8])[CH2:7][N:2]([CH3:1])[S:3](=[O:13])(=[O:12])[C:4]=4[CH:11]=[CH:10]3)[CH2:23][CH2:22]2)=[CH:29][CH:28]=1 |f:2.3.4|. Reaction SMILES: [CH3:34][C:35](=[O:36])[O-:37].[CH3:38][OH:39].[ClH:30].[F:1][c:2]1[cH:3][cH:4][c:5]([N:8]2[CH2:9][CH2:10][N:11]([CH2:14][CH2:15][CH2:16][n:17]3[cH:18][cH:19][c:20]4[c:21]3[CH2:22][CH2:23][CH2:24][N:25]([CH3:29])[S:26]4(=[O:27])=[O:28])[CH2:12][CH2:13]2)[cH:6][cH:7]1.[NH2:31][OH:32].[Na+:33]>>[F:1][c:2]1[cH:3][cH:4][c:5]([N:8]2[CH2:9][CH2:10][N:11]([CH2:14][CH2:15][CH2:16][n:17]3[cH:18][cH:19][c:20]4[c:21]3[C:22](=[N:31][OH:32])[CH2:23][CH2:24][N:25]([CH3:29])[S:26]4(=[O:27])=[O:28])[CH2:12][CH2:13]2)[cH:6][cH:7]1. Starting materials: CC(=O)[O-], CO, Cl, CN1CCCc2c(ccn2CCCN2CCN(c3ccc(F)cc3)CC2)S1(=O)=O, NO, [Na+]. Product: CN1CCC(=NO)c2c(ccn2CCCN2CCN(c3ccc(F)cc3)CC2)S1(=O)=O. The reactants are C(CC)OC1=CC=C(C=C1)[C@@H]1N(C[C@@H]([C@H]1C(=O)O)C1=CC2=C(OCO2)C=C1)C(=O)OC(C)(C)C ([2R,3R,4S]2-(4-Propoxyphenyl)-4-(1,3-benzodioxol-5-yl)-1-tert-butoxycarbonyl-pyrrolidine-3-carboxylic acid), C(C)O (ethanol). Run at time 8 hour. Product: C(CC)OC1=CC=C(C=C1)[C@@H]1NC[C@@H]([C@H]1C(=O)OCC)C1=CC2=C(OCO2)C=C1 (Ethyl [2R,3R,4S]2-(4-Propoxyphenyl)-4-(1,3-benzodioxol-5-yl)-pyrrolidine-3-carboxylate). RXN SMILES: [CH2:1]([O:4][C:5]1[CH:10]=[CH:9][C:8]([C@H:11]2[C@H:15]([C:16]([OH:18])=O)[C@@H:14]([C:19]3[CH:27]=[CH:26][C:22]4[O:23][CH2:24][O:25][C:21]=4[CH:20]=3)[CH2:13][N:12]2C(OC(C)(C)C)=O)=[CH:7][CH:6]=1)[CH2:2][CH3:3].[CH2:35]([OH:37])[CH3:36]>>[CH2:1]([O:4][C:5]1[CH:6]=[CH:7][C:8]([C@H:11]2[C@H:15]([C:16]([O:37][CH2:35][CH3:36])=[O:18])[C@@H:14]([C:19]3[CH:27]=[CH:26][C:22]4[O:23][CH2:24][O:25][C:21]=4[CH:20]=3)[CH2:13][NH:12]2)=[CH:9][CH:10]=1)[CH2:2][CH3:3]. Procedure: The compound of Example 20A was dissolved in ethanol and cooled in an ice bath. Gaseous HCl was bubbled through the solution until saturated; the resultant solution was warmed to ambient temperature and allowed to stir overnight under a blanket of nitrogen. The solvents were removed in vacuo; the residue was taken up in bicarb and extracted with EtOAc. The organic layer was decanted, then washed with brine and dried over Na2SO4.